From a dataset of the Open Reaction Database (ORD), a public repository of structured organic reaction records. describe an organic reaction: reactants, conditions, products, and yield The reactants are O (water), BrC1=CC(=C(C=C1)[N+](=O)[O-])F (4-bromo-2-fluoro-1-nitrobenzene), O1CCC(CC1)N (tetrahydro-2H-pyran-4-amine), C(=O)([O-])[O-].[K+].[K+] (K2CO3). Run in CN(C)C=O (DMF). Run at temperature 85 celsius, time 16 hour. Product: BrC=1C=CC(=C(C1)NC1CCOCC1)[N+](=O)[O-] (N-(5-bromo-2-nitrophenyl)tetrahydro-2H-pyran-4-amine). Reaction SMILES: [Br:1][C:2]1[CH:7]=[CH:6][C:5]([N+:8]([O-:10])=[O:9])=[C:4](F)[CH:3]=1.[O:12]1[CH2:17][CH2:16][CH:15]([NH2:18])[CH2:14][CH2:13]1.C([O-])([O-])=O.[K+].[K+].O>CN(C=O)C>[Br:1][C:2]1[CH:7]=[CH:6][C:5]([N+:8]([O-:10])=[O:9])=[C:4]([NH:18][CH:15]2[CH2:16][CH2:17][O:12][CH2:13][CH2:14]2)[CH:3]=1 |f:2.3.4|. Reported procedure: To a solution of 4-bromo-2-fluoro-1-nitrobenzene (1.1 g, 4.95 mmol) and tetrahydro-2H-pyran-4-amine (500 mg, 4.95 mmol) in DMF (6 mL) was added K2CO3 (1.37 g, 9.9 mmol) and the mixture stirred in sealed tube at 85° C. for 16 h. After cooling, water (100 mL) was added to the mixture and extracted with DCM (3×50 mL). The combined organic layers were washed with water (2×50 mL), brine (50 mL) and dried over anhydrous Na2SO4 then filtered and concentrated to yield the title compound which was direct... The reactants are C(=O)([O-])[O-].[Na+].[Na+] (Na2CO3), [Na+].[Cl-] (NaCl), BrC1=CN=CC=2C(CCCC12)N ((rac)-4-bromo-5,6,7,8-tetrahydroisoquinolin-8-amine), C(#N)C1=CC=C(C=C1)B(O)O (4-cyanophenylboronic acid). Reagents/catalysts: C=1C=CC(=CC1)[P](C=2C=CC=CC2)(C=3C=CC=CC3)[Pd]([P](C=4C=CC=CC4)(C=5C=CC=CC5)C=6C=CC=CC6)([P](C=7C=CC=CC7)(C=8C=CC=CC8)C=9C=CC=CC9)[P](C=1C=CC=CC1)(C=1C=CC=CC1)C=1C=CC=CC1 (tetrakis(triphenylphosphine)palladium). The solvent is O (water), C(C)O (ethanol). Reaction conditions: temperature 85 celsius. The product is NC1CCCC=2C(=CN=CC12)C1=CC=C(C#N)C=C1 ((rac)-4-(8-Amino-5,6,7,8-tetrahydroisoquinolin-4-yl)benzonitrile). Yield: 185.8%. Reaction SMILES: Br[C:2]1[C:11]2[CH2:10][CH2:9][CH2:8][CH:7]([NH2:12])[C:6]=2[CH:5]=[N:4][CH:3]=1.[C:13]([C:15]1[CH:20]=[CH:19][C:18](B(O)O)=[CH:17][CH:16]=1)#[N:14].C([O-])([O-])=O.[Na+].[Na+].[Na+].[Cl-]>C(O)C.O.C1C=CC([P]([Pd]([P](C2C=CC=CC=2)(C2C=CC=CC=2)C2C=CC=CC=2)([P](C2C=CC=CC=2)(C2C=CC=CC=2)C2C=CC=CC=2)[P](C2C=CC=CC=2)(C2C=CC=CC=2)C2C=CC=CC=2)(C2C=CC=CC=2)C2C=CC=CC=2)=CC=1>[NH2:12][CH:7]1[C:6]2[CH:5]=[N:4][CH:3]=[C:2]([C:18]3[CH:19]=[CH:20][C:15]([C:13]#[N:14])=[CH:16][CH:17]=3)[C:11]=2[CH2:10][CH2:9][CH2:8]1 |f:2.3.4,5.6,^1:39,41,60,79|. Procedure: In a 100 mL round-bottomed flask, (rac)-4-bromo-5,6,7,8-tetrahydroisoquinolin-8-amine (intermediate A-1[D]) (681 mg, 3 mmol) and 4-cyanophenylboronic acid (540 mg, 3.6 mmol) were dissolved in ethanol (54 mL) to give a light brown solution. Na2CO3 (350 mg, 3.3 mmol), dissolved in water (8.9 mL) was added followed by tetrakis(triphenylphosphine)palladium (0) (104 mg, 90 μmol) after evacuation and replacing 5 times with Argon. The solution was then heated at 85° C. overnight. The reaction was treat... Reactants: FC1=C(C=C(C=C1)F)[C@@H]1N(CCC1)C1=NC=2N(C=C1)N=CC2NC(=O)N2C[C@H](CC2)O ((S)—N-(5-((R)-2-(2,5-difluorophenyl)pyrrolidin-1-yl)pyrazolo[1,5-a]pyrimidin-3-yl)-3-hydroxypyrrolidine-1-carboxamide), S(O)(O)(=O)=O (sulfuric acid). Run in CO (methanol), CO (MeOH). Run at time 30 minute. Product: S(=O)(=O)(O)O.FC1=C(C=C(C=C1)F)[C@@H]1N(CCC1)C1=NC=2N(C=C1)N=CC2NC(=O)N2C[C@H](CC2)O ((S)—N-(5-((R)-2-(2,5-difluorophenyl)pyrrolidin-1-yl)pyrazolo[1,5-a]pyrimidin-3-yl)-3-hydroxypyrrolidine-1-carboxamide sulfate). The yield is 94.0%. As a reaction SMILES: [F:1][C:2]1[CH:7]=[CH:6][C:5]([F:8])=[CH:4][C:3]=1[C@H:9]1[CH2:13][CH2:12][CH2:11][N:10]1[C:14]1[CH:19]=[CH:18][N:17]2[N:20]=[CH:21][C:22]([NH:23][C:24]([N:26]3[CH2:30][CH2:29][C@H:28]([OH:31])[CH2:27]3)=[O:25])=[C:16]2[N:15]=1.[S:32](=[O:36])(=[O:35])([OH:34])[OH:33]>CO>[S:32]([OH:36])([OH:35])(=[O:34])=[O:33].[F:1][C:2]1[CH:7]=[CH:6][C:5]([F:8])=[CH:4][C:3]=1[C@H:9]1[CH2:13][CH2:12][CH2:11][N:10]1[C:14]1[CH:19]=[CH:18][N:17]2[N:20]=[CH:21][C:22]([NH:23][C:24]([N:26]3[CH2:30][CH2:29][C@H:28]([OH:31])[CH2:27]3)=[O:25])=[C:16]2[N:15]=1 |f:3.4|. Reported procedure: To a solution of (S)—N-(5-((R)-2-(2,5-difluorophenyl)pyrrolidin-1-yl)pyrazolo[1,5-a]pyrimidin-3-yl)-3-hydroxypyrrolidine-1-carboxamide (4.5 mg, 0.011 mmol) in methanol (1 mL) at ambient temperature was added sulfuric acid in MeOH (105 μL, 0.011 mmol). The resulting solution was stirred for 30 minutes then concentrated to provide (S)—N-(5-((R)-2-(2,5-difluorophenyl)pyrrolidin-1-yl)pyrazolo[1,5-a]pyrimidin-3-yl)-3-hydroxypyrrolidine-1-carboxamide sulfate (5.2 mg, 0.0099 mmol, 94% yield) as a yello... Starting materials: C1(=CC=CC=C1)C(=O)CC1=CC=C(C=C1)F (4-fluorobenzyl phenyl ketone), N1CCOCC1 (morpholine), 4A. Solvent: C1=CC=CC=C1 (benzene). Product: FC1=CC=C(C=C1)C=C(N1CCOCC1)C1=CC=CC=C1 (2-(4-fluorophenyl)- 1-phenyl-1-morpholinoethylene). Reaction SMILES: [C:1]1([C:7]([CH2:9][C:10]2[CH:15]=[CH:14][C:13]([F:16])=[CH:12][CH:11]=2)=O)[CH:6]=[CH:5][CH:4]=[CH:3][CH:2]=1.[NH:17]1[CH2:22][CH2:21][O:20][CH2:19][CH2:18]1>C1C=CC=CC=1>[F:16][C:13]1[CH:14]=[CH:15][C:10]([CH:9]=[C:7]([C:1]2[CH:6]=[CH:5][CH:4]=[CH:3][CH:2]=2)[N:17]2[CH2:22][CH2:21][O:20][CH2:19][CH2:18]2)=[CH:11][CH:12]=1. Reported procedure: A mixture of 4-fluorobenzyl phenyl ketone (50g), morpholine (45g) and benzene (100ml) was refluxed overnight with molecular sieve, type 4A, to afford 2-(4-fluorophenyl)- 1-phenyl-1-morpholinoethylene. The latter compound (0.2 mole), cyanoacetamide (0.2 mole), diethylamine (2ml), sulphur (0.2 mole) and ethanol (100 ml) were stirred overnight at room temperature and then added to water. The crude product was recrystallised from ethanol and then from nitromethane to give pure 2-amino-5-(4-fluorophe... Starting materials: C(C)(C)OC(=O)OC(C)I (1-(isopropyloxycarbonyloxy)ethyl iodide), NC=1SC=C(N1)/C(/C(=O)N[C@H]1[C@@H]2N(C(=C(CS2)\C=C/C=2C=NC=NC2)C(=O)[O-])C1=O)=N/O.[Na+] (Sodium 7β-[(Z)-2-(2-aminothiazol-4-yl)-2-(hydroxyimino)acetamido]-3-[(Z)-2 (pyrimidin-5-yl)vinyl]-3-cephem-4-carboxylate), C(C)(=O)OCC (Ethyl acetate). Run in CN(C(C)=O)C (N,N-dimethylacetamide). Yields the product NC=1SC=C(N1)/C(/C(=O)N[C@H]1[C@@H]2N(C(=C(CS2)\C=C/C=2C=NC=NC2)C(=O)OC(C)OC(=O)OC(C)C)C1=O)=N/O (1-(Isopropyloxycarbonyloxy)ethyl 7β-[(Z)-2-(2-aminothiazol-4-yl)-2-(hydroxyimino)acetamido]-3-[(Z)-2-(pyrimidin-5-yl)vinyl]-3-cephem-4-carboxylate). Reaction SMILES: [NH2:1][C:2]1[S:3][CH:4]=[C:5](/[C:7](=[N:31]/[OH:32])/[C:8]([NH:10][C@@H:11]2[C:29](=[O:30])[N:13]3[C:14]([C:26]([O-:28])=[O:27])=[C:15](/[CH:18]=[CH:19]\[C:20]4[CH:21]=[N:22][CH:23]=[N:24][CH:25]=4)[CH2:16][S:17][C@H:12]23)=[O:9])[N:6]=1.[Na+].[CH:34]([O:37][C:38]([O:40][CH:41](I)[CH3:42])=[O:39])([CH3:36])[CH3:35].C(OCC)(=O)C>CN(C)C(=O)C>[NH2:1][C:2]1[S:3][CH:4]=[C:5](/[C:7](=[N:31]/[OH:32])/[C:8]([NH:10][C@@H:11]2[C:29](=[O:30])[N:13]3[C:14]([C:26]([O:28][CH:41]([O:40][C:38]([O:37][CH:34]([CH3:36])[CH3:35])=[O:39])[CH3:42])=[O:27])=[C:15](/[CH:18]=[CH:19]\[C:20]4[CH:25]=[N:24][CH:23]=[N:22][CH:21]=4)[CH2:16][S:17][C@H:12]23)=[O:9])[N:6]=1 |f:0.1|. Reported procedure: The compound (100 mg) of Example 16 was dissolved in N,N-dimethylacetamide (2 ml), followed by the addition of 1-(isopropyloxycarbonyloxy)ethyl iodide (50 mg). They were reacted for 1 hour. Ethyl acetate (50 ml) was added. The resulting mixture was washed with water, dried over magnesium sulfate, and then concentrated under reduced pressure. Ether was added to the residue and the resulting solid was collected by filtration, whereby the title compound (85 mg) was obtained. Reactants: ClC=1C=C(C=C(C1)Cl)C1(CC(=NO1)C1=CC(=C(C=C1)C(=O)N1CC(NC(C1)=O)=O)C(F)(F)F)C(F)(F)F (4-([4-[5-(3,5-dichlorophenyl)-5-(trifluoromethyl)-4,5-dihydro-1,2-oxazol-3-yl]-2-(trifluoromethyl)phenyl]carbonyl)piperazine-2,6-dione), C(=O)([O-])[O-].[K+].[K+] (K2CO3), FC(S(=O)(=O)OCC(F)(F)F)(F)F (2,2,2-trifluoroethyl trifluoromethanesulfonate). Solvent: CN(C=O)C (N,N-dimethylformamide), [Cl-].[Na+].O (brine). Reaction conditions: temperature 20 celsius, time 1 hour. Product: ClC=1C=C(C=C(C1)Cl)C1(CC(=NO1)C1=CC(=C(C=C1)C(=O)N1CC(N(C(C1)=O)CC(F)(F)F)=O)C(F)(F)F)C(F)(F)F (4-([4-[5-(3,5-dichlorophenyl)-5-(trifluoromethyl)-4,5-dihydro-1,2-oxazol-3-yl]-2-(trifluoromethyl)phenyl]carbonyl)-1-(2,2,2-trifluoroethyl)piperazine-2,6-dione). RXN SMILES: [Cl:1][C:2]1[CH:3]=[C:4]([C:9]2([C:34]([F:37])([F:36])[F:35])[O:13][N:12]=[C:11]([C:14]3[CH:19]=[CH:18][C:17]([C:20]([N:22]4[CH2:27][C:26](=[O:28])[NH:25][C:24](=[O:29])[CH2:23]4)=[O:21])=[C:16]([C:30]([F:33])([F:32])[F:31])[CH:15]=3)[CH2:10]2)[CH:5]=[C:6]([Cl:8])[CH:7]=1.C([O-])([O-])=O.[K+].[K+].FC(F)(F)S(O[CH2:50][C:51]([F:54])([F:53])[F:52])(=O)=O>CN(C)C=O.[Cl-].[Na+].O>[Cl:8][C:6]1[CH:5]=[C:4]([C:9]2([C:34]([F:35])([F:37])[F:36])[O:13][N:12]=[C:11]([C:14]3[CH:19]=[CH:18][C:17]([C:20]([N:22]4[CH2:23][C:24](=[O:29])[N:25]([CH2:50][C:51]([F:54])([F:53])[F:52])[C:26](=[O:28])[CH2:27]4)=[O:21])=[C:16]([C:30]([F:33])([F:32])[F:31])[CH:15]=3)[CH2:10]2)[CH:3]=[C:2]([Cl:1])[CH:7]=1 |f:1.2.3,6.7.8|. Procedure details: Into a 50-mL round-bottom flask, was placed a solution of 4-([4-[5-(3,5-dichlorophenyl)-5-(trifluoromethyl)-4,5-dihydro-1,2-oxazol-3-yl]-2-(trifluoromethyl)phenyl]carbonyl)piperazine-2,6-dione (300 mg, 0.53 mmol, 1.00 equiv) in N,N-dimethylformamide (5 mL), K2CO3 (140 mg, 1.01 mmol, 2.00 equiv), 2,2,2-trifluoroethyl trifluoromethanesulfonate (240 mg, 1.03 mmol, 2.00 equiv). The resulting solution was stirred for 1 h at 20° C. The resulting solution was diluted with 50 mL of brine. The resulting ... Yields the product NCC1CCN(C(c2ccccc2)(c2ccccc2)c2ccccc2)CC1. Reactants: [Al+3], [H-], [H-], [H-], [H-], [Li+], [N-]=[N+]=NCC1CCN(C(c2ccccc2)(c2ccccc2)c2ccccc2)CC1, [Na+], C1CCOC1, [OH-]. RXN SMILES: [Al+3:2].[H-:1].[H-:4].[H-:5].[H-:6].[Li+:3].[N:7](=[N+:8]=[N-:9])[CH2:10][CH:11]1[CH2:12][CH2:13][N:14]([C:17]([c:18]2[cH:19][cH:20][cH:21][cH:22][cH:23]2)([c:24]2[cH:25][cH:26][cH:27][cH:28][cH:29]2)[c:30]2[cH:31][cH:32][cH:33][cH:34][cH:35]2)[CH2:15][CH2:16]1.[Na+:37].[O:38]1[CH2:39][CH2:40][CH2:41][CH2:42]1.[OH-:36]>>[NH2:7][CH2:10][CH:11]1[CH2:12][CH2:13][N:14]([C:17]([c:18]2[cH:19][cH:20][cH:21][cH:22][cH:23]2)([c:24]2[cH:25][cH:26][cH:27][cH:28][cH:29]2)[c:30]2[cH:31][cH:32][cH:33][cH:34][cH:35]2)[CH2:15][CH2:16]1.